Dataset: the Open Reaction Database (ORD), a public repository of structured organic reaction records. Task: describe an organic reaction: reactants, conditions, products, and yield RXN SMILES: [C:1]([CH3:2])([CH3:3])([CH3:4])[O:5][C:6](=[O:7])[NH:8][c:9]1[n:10][c:11]([C:15](=[O:16])[O:17][CH3:18])[n:12]([CH3:14])[cH:13]1.[CH2:21]1[O:22][CH2:23][CH2:24][CH2:25]1.[Na+:20].[OH-:19].[OH2:26].[OH2:27]>>[C:1]([CH3:2])([CH3:3])([CH3:4])[O:5][C:6](=[O:7])[NH:8][c:9]1[n:10][c:11]([C:15](=[O:16])[OH:17])[n:12]([CH3:14])[cH:13]1. The product is Cn1cc(NC(=O)OC(C)(C)C)nc1C(=O)O. The reactants are COC(=O)c1nc(NC(=O)OC(C)(C)C)cn1C, C1CCOC1, [Na+], [OH-], O, O. Procedure: P22 was made using the same conditions as described for N-trifluoromethylphenyl 3,5-dimethylisoxazole-4-carboxamide (A13), but starting with 4-trifluoromethylbenzylamine. Yields the product CC1=NOC(=C1C(=O)N)C (3,5-dimethylisoxazole-4-carboxamide). Starting materials: FC(N(C(=O)C=1C(=NOC1C)C)C1=CC=CC=C1)(F)F (N-trifluoromethylphenyl 3,5-dimethylisoxazole-4-carboxamide), FC(C1=CC=C(CN)C=C1)(F)F (4-trifluoromethylbenzylamine). As a reaction SMILES: FC(F)(F)[N:3](C1C=CC=CC=1)[C:4]([C:6]1[C:7]([CH3:12])=[N:8][O:9][C:10]=1[CH3:11])=[O:5].FC(F)(F)C1C=CC(CN)=CC=1>>[CH3:12][C:7]1[C:6]([C:4]([NH2:3])=[O:5])=[C:10]([CH3:11])[O:9][N:8]=1. The reactants are C(CCC)C=1N(C(=CN1)/C=C(/C(C(=O)O)C)\CC=1SC=CC1)CC1=C(C=CC=C1)Cl ((E)-4-[2-n-butyl-1-{(2-chlorophenyl)methyl}-1H-imidazol-5-yl]-2-methyl-3-(2-thienyl)methyl-3-butenoic acid), ClCC=1SC=CC1 (2-chloromethylthiophene). The product is C(CCC)C=1N(C(=CN1)/C=C(/C(C(=O)O)CC=1SC=CC1)\CC=1SC=CC1)CC1=C(C=CC=C1)Cl ((E)-4-[2-n-Butyl-1-{(2-chlorophenyl)methyl}-1H-imidazol-5-yl]-2-(2-thienyl)methyl-3-(2-thienyl)methyl-3-butenoic Acid). RXN SMILES: [CH2:1]([C:5]1[N:6]([CH2:23][C:24]2[CH:29]=[CH:28][CH:27]=[CH:26][C:25]=2[Cl:30])[C:7](/[CH:10]=[C:11](\[CH2:17][C:18]2[S:19][CH:20]=[CH:21][CH:22]=2)/[CH:12]([CH3:16])[C:13]([OH:15])=[O:14])=[CH:8][N:9]=1)[CH2:2][CH2:3][CH3:4].ClC[C:33]1[S:34][CH:35]=[CH:36][CH:37]=1>>[CH2:1]([C:5]1[N:6]([CH2:23][C:24]2[CH:29]=[CH:28][CH:27]=[CH:26][C:25]=2[Cl:30])[C:7](/[CH:10]=[C:11](\[CH2:17][C:18]2[S:19][CH:20]=[CH:21][CH:22]=2)/[CH:12]([CH2:16][C:33]2[S:34][CH:35]=[CH:36][CH:37]=2)[C:13]([OH:15])=[O:14])=[CH:8][N:9]=1)[CH2:2][CH2:3][CH3:4]. Procedure details: This compound is prepared according to the procedure of Example 14(i, ii) using less than one equivalent of 2-chloromethylthiophene in place of methyl iodide.